From a dataset of the Open Reaction Database (ORD), a public repository of structured organic reaction records. describe an organic reaction: reactants, conditions, products, and yield Starting materials: FC(C(=O)N)(F)F (2,2,2-trifluoroacetamide), COC=1C=CC(=CC1)P2(=S)SP(=S)(S2)C=3C=CC(=CC3)OC (Lawesson's reagent), BrCC(C(=O)OCC)=O (ethyl bromopyruvate). Run in C1CCOC1 (THF). Product: FC(C=1SC=C(N1)C(=O)OCC)(F)F (Ethyl 2-(trifluoromethyl)thiazole-4-carboxylate). The yield is 52.5%. Reaction SMILES: [F:1][C:2]([F:7])([F:6])[C:3]([NH2:5])=O.COC1C=CC(P2(SP(C3C=CC(OC)=CC=3)(=S)S2)=[S:17])=CC=1.Br[CH2:31][C:32](=O)[C:33]([O:35][CH2:36][CH3:37])=[O:34]>C1COCC1>[F:1][C:2]([F:7])([F:6])[C:3]1[S:17][CH:31]=[C:32]([C:33]([O:35][CH2:36][CH3:37])=[O:34])[N:5]=1. Procedure: A mixture of 2,2,2-trifluoroacetamide (7.12 g, 63 mmol) and Lawesson's reagent (15.3 g, 37.8 mmol) in THF (60 mL) was heated at reflux for 18 hours. The reaction was then cooled down to RT and treated with ethyl bromopyruvate (8.0 mL, 63 mmol). The reaction was stirred at reflux for an additional 18 hours, then concentrated under vacuum and diluted with ethyl acetate. This mixture was washed with water (1×) and brine (1×), dried over anhydrous magnesium sulfate, filtered and concentrated. The re...